The task is: describe an organic reaction: reactants, conditions, products, and yield. This data is from the Open Reaction Database (ORD), a public repository of structured organic reaction records. Yields the product CCNC(=O)c1ccc(OCCCN2CCN(c3cccc4sccc34)CC2)c(N)c1. As a reaction SMILES: [C:34].[CH3:36][CH2:37][OH:38].[Pd:35].[s:1]1[c:2]2[c:3]([cH:4][cH:5]1)[c:6]([N:10]1[CH2:11][CH2:12][N:13]([CH2:16][CH2:17][CH2:18][O:19][c:20]3[c:21]([N+:31]([O-:32])=[O:33])[cH:22][c:23]([C:24](=[O:25])[NH:26][CH2:27][CH3:28])[cH:29][cH:30]3)[CH2:14][CH2:15]1)[cH:7][cH:8][cH:9]2>>[s:1]1[c:2]2[c:3]([cH:4][cH:5]1)[c:6]([N:10]1[CH2:11][CH2:12][N:13]([CH2:16][CH2:17][CH2:18][O:19][c:20]3[c:21]([NH2:31])[cH:22][c:23]([C:24](=[O:25])[NH:26][CH2:27][CH3:28])[cH:29][cH:30]3)[CH2:14][CH2:15]1)[cH:7][cH:8][cH:9]2. Starting materials: C, CCO, [Pd], CCNC(=O)c1ccc(OCCCN2CCN(c3cccc4sccc34)CC2)c([N+](=O)[O-])c1. Reactants: C=CC(=O)Nc1ccc(OC(C)=O)cc1, C[O-], CO, [Na+]. Yields the product C=CC(=O)Nc1ccc(O)cc1. RXN SMILES: [C:1]([CH:2]=[CH2:3])(=[O:4])[NH:5][c:6]1[cH:7][cH:8][c:9]([O:12][C:13](=[O:14])[CH3:15])[cH:10][cH:11]1.[CH3:16][O-:17].[CH3:19][OH:20].[Na+:18]>>[C:1]([CH:2]=[CH2:3])(=[O:4])[NH:5][c:6]1[cH:7][cH:8][c:9]([OH:12])[cH:10][cH:11]1. Starting materials: CN1N=C(C(=C1)N1C(N(C=2C=NC=3C=CC(=CC3C21)C=2C=NC(=CC2)NCCO)C)=O)C (1-(1,3-Dimethyl-1H-pyrazol-4-yl)-8-[6-(2-hydroxy-ethylamino)-pyridin-3-yl]-3-methyl-1,3-dihydro-imidazo[4,5-c]quinolin-2-one), CO.C1CCOC1 (MeOH THF). The reagents and catalysts are [Pd] (Pd/C). Conditions: time 22 hour. Yields the product CN1N=C(C(=C1)N1C(N(C=2C=NC=3C=CC(=CC3C21)C=2C=NC(=CC2)OCCO)C)=O)C (1-(1,3-Dimethyl-1H-pyrazol-4-yl)-8-[6-(2-hydroxy-ethoxy)-pyridin-3-yl]-3-methyl-1,3-dihydro-imidazo[4,5-c]quinolin-2-one). Reaction SMILES: [CH3:1][N:2]1[CH:6]=[C:5]([N:7]2[C:19]3[C:18]4[CH:17]=[C:16]([C:20]5[CH:21]=[N:22][C:23](NCCO)=[CH:24][CH:25]=5)[CH:15]=[CH:14][C:13]=4[N:12]=[CH:11][C:10]=3[N:9]([CH3:30])[C:8]2=[O:31])[C:4]([CH3:32])=[N:3]1.C[OH:34].[CH2:35]1[CH2:39][O:38]CC1>[Pd]>[CH3:1][N:2]1[CH:6]=[C:5]([N:7]2[C:19]3[C:18]4[CH:17]=[C:16]([C:20]5[CH:21]=[N:22][C:23]([O:38][CH2:39][CH2:35][OH:34])=[CH:24][CH:25]=5)[CH:15]=[CH:14][C:13]=4[N:12]=[CH:11][C:10]=3[N:9]([CH3:30])[C:8]2=[O:31])[C:4]([CH3:32])=[N:3]1 |f:1.2|. Reported procedure: To a mixture of 1-(1,3-Dimethyl-1H-pyrazol-4-yl)-8-[6-(2-hydroxy-ethylamino)-pyridin-3-yl]-3-methyl-1,3-dihydro-imidazo[4,5-c]quinolin-2-one (Example 19, 40 mg, 0.077 mmol) in MeOH/THF=1:1 (4 ml) was added under nitrogen Pd/C 10% (20 mg, 0.026 mmol). The RM was shacked under H2 at rt for 22 h. The reaction was not completed, again Pd/C catalyst (20 mg) was added and the mixture was stirred under H2 at rt for 22 h. This procedure was repeated for a third time. Then the suspension was filtered ove... The reactants are COC(C(=O)C1=CC(=C(C=C1)S(=O)(=O)C)Cl)=O ((3-Chloro-4-methanesulfonyl-phenyl)-oxo-acetic acid methyl ester), Cl.C(C)(C)ON (O-Isopropyl-hydroxylamine hydrochloride). Solvent: CO (methanol). Run at temperature 70 celsius, time 7 hour. Product: COC(/C(=N/OC(C)C)/C1=CC(=C(C=C1)S(=O)(=O)C)Cl)=O ((E)-(3-chloro-4-methanesulfonyl-phenyl)-isopropoxyimino-acetic acid methyl ester). As a reaction SMILES: [CH3:1][O:2][C:3](=[O:17])[C:4]([C:6]1[CH:11]=[CH:10][C:9]([S:12]([CH3:15])(=[O:14])=[O:13])=[C:8]([Cl:16])[CH:7]=1)=O.Cl.[CH:19]([O:22][NH2:23])([CH3:21])[CH3:20]>CO>[CH3:1][O:2][C:3](=[O:17])/[C:4](/[C:6]1[CH:11]=[CH:10][C:9]([S:12]([CH3:15])(=[O:14])=[O:13])=[C:8]([Cl:16])[CH:7]=1)=[N:23]/[O:22][CH:19]([CH3:21])[CH3:20] |f:1.2|. Procedure details: (3-Chloro-4-methanesulfonyl-phenyl)-oxo-acetic acid methyl ester (prepared as in Example 1, 1.30 g, 4.70 mmol) was stirred in methanol (9.5 mL) and warmed in a 70° C. oil bath. O-Isopropyl-hydroxylamine hydrochloride (786 mg, 7.04 mmol) was added. After 7 h, the reaction mixture was allowed to cool and concentrated in vacuo. The residue was dissolved in ethyl acetate (100 mL) and washed with 0.2 M aqueous potassium bisulfate solution (50 mL), 50% aqueous sodium bicarbonate solution (50 mL) and b... The reactants are CC=1C=C(N)C=CC1SCC1=CN=CN1CCC (3-methyl-4-(((1-propylimidazol-5-yl)methyl)sulfanyl)aniline), C(CCC)OCCOC1=CC=C(C=C1)C=1C=CC2=C(C=C(CCCN2CC(C)C)C(=O)O)C1 (8-[4-(2-butoxyethoxy)phenyl]-1-isobutyl-1,2,3,4-tetrahydro-1-benzoazocine-5-carboxylic acid), CN(C)C=O (DMF), S(=O)(Cl)Cl (thionyl chloride). The solvent is N1=CC=CC=C1 (pyridine), O1CCCC1 (tetrahydrofuran), O (water). Reaction conditions: time 1 hour. The product is C(CCC)OCCOC1=CC=C(C=C1)C=1C=CC2=C(C=C(CCCN2CC(C)C)C(=O)NC2=CC(=C(C=C2)SCC2=CN=CN2CCC)C)C1 (8-[4-(2-butoxyethoxy)phenyl]-1-isobutyl-N-[3-methyl-4-[[[1-propylimidazol-5-yl]methyl]sulfanyl]phenyl]-1,2,3,4-tetrahydro-1-benzoazocine-5-carboxamide). The yield is 82.4%. Reaction SMILES: [CH2:1]([O:5][CH2:6][CH2:7][O:8][C:9]1[CH:14]=[CH:13][C:12]([C:15]2[CH:16]=[CH:17][C:18]3[N:25]([CH2:26][CH:27]([CH3:29])[CH3:28])[CH2:24][CH2:23][CH2:22][C:21]([C:30](O)=[O:31])=[CH:20][C:19]=3[CH:33]=2)=[CH:11][CH:10]=1)[CH2:2][CH2:3][CH3:4].CN(C=O)C.S(Cl)(Cl)=O.[CH3:43][C:44]1[CH:45]=[C:46]([CH:48]=[CH:49][C:50]=1[S:51][CH2:52][C:53]1[N:57]([CH2:58][CH2:59][CH3:60])[CH:56]=[N:55][CH:54]=1)[NH2:47]>O1CCCC1.N1C=CC=CC=1.O>[CH2:1]([O:5][CH2:6][CH2:7][O:8][C:9]1[CH:10]=[CH:11][C:12]([C:15]2[CH:16]=[CH:17][C:18]3[N:25]([CH2:26][CH:27]([CH3:28])[CH3:29])[CH2:24][CH2:23][CH2:22][C:21]([C:30]([NH:47][C:46]4[CH:48]=[CH:49][C:50]([S:51][CH2:52][C:53]5[N:57]([CH2:58][CH2:59][CH3:60])[CH:56]=[N:55][CH:54]=5)=[C:44]([CH3:43])[CH:45]=4)=[O:31])=[CH:20][C:19]=3[CH:33]=2)=[CH:13][CH:14]=1)[CH2:2][CH2:3][CH3:4]. Procedure: To a solution of 8-[4-(2-butoxyethoxy)phenyl]-1-isobutyl-1,2,3,4-tetrahydro-1-benzoazocine-5-carboxylic acid (350 mg) in tetrahydrofuran (10 ml) was added a drop of DMF. Then, after adding thionyl chloride (0.073 ml), the mixture was stirred under nitrogen atmosphere for 1 hour. The solution was slowly added dropwise to a solution of 3-methyl-4-(((1-propylimidazol-5-yl)methyl)sulfanyl)aniline (223 mg) in pyridine (10 ml) at 0° C. under nitrogen atmosphere. After stirring the mixture at room temp...